Dataset: the Open Reaction Database (ORD), a public repository of structured organic reaction records. Task: describe an organic reaction: reactants, conditions, products, and yield Starting materials: [H-].[H-].[H-].[H-].[Li+].[Al+3] (LAH), ClC1=CC=C(C=C1)S(=O)(=O)N[C@H](C(=O)O)C1CCCCC1 ((αS)-α-[[(4-chlorophenyl)sulfonyl]amino]cyclohexaneacetic acid). Run in C1CCOC1 (THF). Conditions: temperature 25 celsius, time 24 hour. Yields the product ClC1=CC=C(C=C1)S(=O)(=O)N[C@H](CO)C1CCCCC1 (4-Chloro-N-[(1S)-1-cyclohexyl-2-hydroxyethyl] benzenesulfonamide). Isolated yield 37.4%. As a reaction SMILES: [H-].[H-].[H-].[H-].[Li+].[Al+3].[Cl:7][C:8]1[CH:13]=[CH:12][C:11]([S:14]([NH:17][C@@H:18]([CH:22]2[CH2:27][CH2:26][CH2:25][CH2:24][CH2:23]2)[C:19](O)=[O:20])(=[O:16])=[O:15])=[CH:10][CH:9]=1>C1COCC1>[Cl:7][C:8]1[CH:9]=[CH:10][C:11]([S:14]([NH:17][C@@H:18]([CH:22]2[CH2:27][CH2:26][CH2:25][CH2:24][CH2:23]2)[CH2:19][OH:20])(=[O:15])=[O:16])=[CH:12][CH:13]=1 |f:0.1.2.3.4.5|. Reported procedure: To a solution of LAH (1.0 M in THF, 1.5 mL, 1.5 mmol) was added dropwise at 0° C. a solution of (αS)-α-[[(4-chlorophenyl)sulfonyl]amino]cyclohexaneacetic acid (0.50 g, 1.507 mmol) in THF (8.0 mL). After the addition was complete, the reaction mixture was allowed to warm to 25° C. After 24 hours, the reaction was quenched by sequential addition of H2O (60 μL), 15% NaOH (60 μL) and H2O (180 μL). The precipitate was filtered and washed with THF. The combined THF solution was evaporated to a clear o... Reactants: [H-].[Li+] (lithium hydride), [C-]1(C=CC=C1)C(C(=O)O)CC.[CH-]1C=CC=C1.[Fe+2] (Ferrocenyl butyric acid), [H-].[Al+3].[Li+].[H-].[H-].[H-] (lithium aluminium hydride). The solvent is CCOCC (ether). Product: [C-]1(C=CC=C1)C(CCC)O.[CH-]1C=CC=C1.[Fe+2] (Ferrocenyl butanol). RXN SMILES: [C-:1]1([CH:6](CC)[C:7](O)=[O:8])[CH:5]=[CH:4][CH:3]=[CH:2]1.[CH-:12]1[CH:16]=[CH:15][CH:14]=[CH:13]1.[Fe+2:17].[H-].[Li+].[H-].[Al+3].[Li+].[H-].[H-].[H-]>CCOCC>[C-:12]1([CH:7]([OH:8])[CH2:6][CH2:1][CH3:2])[CH:16]=[CH:15][CH:14]=[CH:13]1.[CH-:1]1[CH:5]=[CH:4][CH:3]=[CH:2]1.[Fe+2:17] |f:0.1.2,3.4,5.6.7.8.9.10,12.13.14|. Procedure details: Acid (2) (12 g) was dissolved in ether (distilled from sodium/potassium) and treated with lithium hydride (1.27 g) in a nitrogen atmosphere. When reaction was complete the excess lithium aluminium hydride was destroyed using ethyl acetate and then water. The organic phases were separated and the aqueous phase washed with ether (2×20 ml). The organic phases were combined and dried (MgSO4) and after filtration the solvent was removed on the rotary evaporator 4. The red oil resulting had two compon... Reactants: NC1=CC(=C(C(=O)O)C=C1)O (4-amino-2-hydroxybenzoic acid), C(\C=C(/C)\CCC=C(C)C)Br (geranyl bromide), O (water). Run in CN(C)C=O (DMF). Reaction conditions: time 4 hour. Product: C\C(=C/CNC1=CC(=C(C(=O)O)C=C1)O)\CCC=C(C)C (N-{(2E)-3,7-dimethylocta-2,6-dienyl}-4-amino-2-hydroxybenzoic acid). The yield is 7.5%. RXN SMILES: [NH2:1][C:2]1[CH:10]=[CH:9][C:5]([C:6]([OH:8])=[O:7])=[C:4]([OH:11])[CH:3]=1.[CH2:12](Br)/[CH:13]=[C:14](/[CH2:16][CH2:17][CH:18]=[C:19]([CH3:21])[CH3:20])\[CH3:15].O>CN(C=O)C>[CH3:15]/[C:14](/[CH2:16][CH2:17][CH:18]=[C:19]([CH3:21])[CH3:20])=[CH:13]\[CH2:12][NH:1][C:2]1[CH:10]=[CH:9][C:5]([C:6]([OH:8])=[O:7])=[C:4]([OH:11])[CH:3]=1. Procedure: In 30 ml of DMF was dissolved 2.12 g (13.8 mmol) of 4-amino-2-hydroxybenzoic acid, and 3.0 g (13.8 mmol) of geranyl bromide was added thereto. After the mixture was stirred at room temperature for 4 hours, water was added thereto, and the mixture was extracted with ethyl acetate. The organic layer was washed with water and a saturated sodium chloride aqueous solution, dried over anhydrous sodium sulfate, and concentrated. The resulting crude product was purified by column chromatography and recr... Reactants: N#CN (cyanamide), N(=C=S)C1=CC=C(OCCN2CCCC2)C=C1 (1-[2-(4-Isothiocyanato-phenoxy)-ethyl]-pyrrolidine), BrCC(=O)C1=CC(=C(C=C1)O)F (2-Bromo-1-(4-hydroxy-3-fluoro-phenyl)ethanone). The product is C(C)(=O)O.NC=1N=C(SC1C(=O)C1=CC(=C(C=C1)O)F)NC1=CC=C(C=C1)OCCN1CCCC1 ([4-Amino-2-[4-(2-pyrrolidin-1-ylethoxy)-phenylamino]-thiazol-5-yl]-(3-fluoro-4-hydroxy-phenyl)-methanone; Compound With Acetic Acid). Reaction SMILES: [N:1]#[C:2][NH2:3].[N:4]([C:7]1[CH:20]=[CH:19][C:10]([O:11][CH2:12][CH2:13][N:14]2[CH2:18][CH2:17][CH2:16][CH2:15]2)=[CH:9][CH:8]=1)=[C:5]=[S:6].Br[CH2:22][C:23]([C:25]1[CH:30]=[CH:29][C:28]([OH:31])=[C:27]([F:32])[CH:26]=1)=[O:24]>>[C:10]([OH:24])(=[O:11])[CH3:19].[NH2:1][C:2]1[N:3]=[C:5]([NH:4][C:7]2[CH:8]=[CH:9][C:10]([O:11][CH2:12][CH2:13][N:14]3[CH2:15][CH2:16][CH2:17][CH2:18]3)=[CH:19][CH:20]=2)[S:6][C:22]=1[C:23]([C:25]1[CH:30]=[CH:29][C:28]([OH:31])=[C:27]([F:32])[CH:26]=1)=[O:24] |f:3.4|. Procedure: This compound was prepared from cyanamide and 1-[2-(4-isothiocyanato-phenoxy)-ethyl]-pyrrolidine (from Example 5) and 2-bromo-1-(3-fluoro-4-hydroxyphenyl)-ethanone (from Example 119) following the procedure used in Example 118. Mass spectrum (ES) MH+=453. Starting materials: C1CCNC1, C1CCOC1, Cc1ccc(S(=O)(=O)OCCOc2ccc3[nH]nc(S(=O)(=O)c4ccccc4)c3c2)cc1. RXN SMILES: [CH2:33]1[CH2:34][CH2:35][NH:36][CH2:37]1.[CH2:38]1[O:39][CH2:40][CH2:41][CH2:42]1.[c:1]1([S:7](=[O:8])(=[O:9])[c:10]2[n:11][nH:12][c:13]3[cH:14][cH:15][c:16]([O:19][CH2:20][CH2:21][O:22][S:23]([c:24]4[cH:25][cH:26][c:27]([CH3:28])[cH:29][cH:30]4)(=[O:31])=[O:32])[cH:17][c:18]23)[cH:2][cH:3][cH:4][cH:5][cH:6]1>>[c:1]1([S:7](=[O:8])(=[O:9])[c:10]2[n:11][nH:12][c:13]3[cH:14][cH:15][c:16]([O:19][CH2:20][CH2:21][N:36]4[CH2:35][CH2:34][CH2:33][CH2:37]4)[cH:17][c:18]23)[cH:2][cH:3][cH:4][cH:5][cH:6]1. Yields the product O=S(=O)(c1ccccc1)c1n[nH]c2ccc(OCCN3CCCC3)cc12. Reactants: FC=1C(=C(C2=C(C(C=C(O2)C2=CC(=C(C=C2)NC(C(C)(C)C)=O)F)=O)C1NC(C(C)(C)C)=O)F)COS(=O)(=O)C (6,8-difluoro-2-(3-fluoro-4-pivaloylaminophenyl)-7-methanesulfonyloxymethyl-5-pivaloylamino-4H-1-benzopyran-4-one), N (ammonia), O (Water). Solvent: solution, CO (methanol). Reaction conditions: time 9 hour. Product: NCC1=C(C2=C(C(C=C(O2)C2=CC(=C(C=C2)NC(C(C)(C)C)=O)F)=O)C(=C1F)NC(C(C)(C)C)=O)F (7-aminomethyl-6,8-difluoro-2-(3-fluoro-4-pivaloylaminophenyl)-5-pivaloylamino-4H-1-benzopyran-4-one). Isolated yield 41.0%. Reaction SMILES: [F:1][C:2]1[C:3]([CH2:35]OS(C)(=O)=O)=[C:4]([F:34])[C:5]2[O:10][C:9]([C:11]3[CH:16]=[CH:15][C:14]([NH:17][C:18](=[O:23])[C:19]([CH3:22])([CH3:21])[CH3:20])=[C:13]([F:24])[CH:12]=3)=[CH:8][C:7](=[O:25])[C:6]=2[C:26]=1[NH:27][C:28](=[O:33])[C:29]([CH3:32])([CH3:31])[CH3:30].O.[NH3:42]>CO>[NH2:42][CH2:35][C:3]1[C:2]([F:1])=[C:26]([NH:27][C:28](=[O:33])[C:29]([CH3:30])([CH3:31])[CH3:32])[C:6]2[C:7](=[O:25])[CH:8]=[C:9]([C:11]3[CH:16]=[CH:15][C:14]([NH:17][C:18](=[O:23])[C:19]([CH3:20])([CH3:22])[CH3:21])=[C:13]([F:24])[CH:12]=3)[O:10][C:5]=2[C:4]=1[F:34]. Procedure: 400 mg (0.687 mmol) of the above 6,8-difluoro-2-(3-fluoro-4-pivaloylaminophenyl)-7-methanesulfonyloxymethyl-5-pivaloylamino-4H-1-benzopyran-4-one was dissolved in 50 mL of an about 6N solution of ammonia in methanol and the solution was stirred at room temperature for 9 hours. Water was added to the reaction solution and the mixture was extracted twice with chloroform. The organic layer was washed once with water and once with an aqueous saturated solution of sodium chloride and dried over sodiu...